Task: describe an organic reaction: reactants, conditions, products, and yield. Dataset: the Open Reaction Database (ORD), a public repository of structured organic reaction records Starting materials: C[C@H]1CNS(C1)(=O)=O ((S)-4-methylisothiazolidine 1,1-dioxide), BrC1=CC(=C(C=C1)C(=O)N1CCN(CC1)C1=NC=C(C=C1C)C1CC1)C ((4-bromo-2-methylphenyl)[4-(5-cyclopropyl-3-methylpyridin-2-yl)piperazin-1-yl]methanone). Yields the product C1(CC1)C=1C=C(C(=NC1)N1CCN(CC1)C(=O)C1=C(C=C(C=C1)N1S(C[C@H](C1)C)(=O)=O)C)C ((S)-[4-(5-cyclopropyl-3-methylpyridin-2-yl)piperazin-1-yl][2-methyl-4-(4-methyl-1,1-dioxo-1λ6-isothiazolidin-2-yl)phenyl]methanone). Yield: 58.9%. As a reaction SMILES: [CH3:1][C@@H:2]1[CH2:6][S:5](=[O:8])(=[O:7])[NH:4][CH2:3]1.Br[C:10]1[CH:15]=[CH:14][C:13]([C:16]([N:18]2[CH2:23][CH2:22][N:21]([C:24]3[C:29]([CH3:30])=[CH:28][C:27]([CH:31]4[CH2:33][CH2:32]4)=[CH:26][N:25]=3)[CH2:20][CH2:19]2)=[O:17])=[C:12]([CH3:34])[CH:11]=1>>[CH:31]1([C:27]2[CH:28]=[C:29]([CH3:30])[C:24]([N:21]3[CH2:22][CH2:23][N:18]([C:16]([C:13]4[CH:14]=[CH:15][C:10]([N:4]5[CH2:3][C@H:2]([CH3:1])[CH2:6][S:5]5(=[O:8])=[O:7])=[CH:11][C:12]=4[CH3:34])=[O:17])[CH2:19][CH2:20]3)=[N:25][CH:26]=2)[CH2:32][CH2:33]1. Reported procedure: Using (S)-4-methylisothiazolidine 1,1-dioxide (110 mg) described in Preparation Example 4 and (4-bromo-2-methylphenyl)[4-(5-cyclopropyl-3-methylpyridin-2-yl)piperazin-1-yl]methanone (225 mg) described in Preparation Example 124 and by the reaction and treatment in the same manner as in Example 4, the title compound (150 mg) was obtained. Starting materials: sulfidoamidocarboxylic acids, amic acid, DMT amic acids, CC1(SCCN1)C.C(CCC(=O)N)(=O)O (DMT succinamic acid). The solvent is CC1(SCCN1)C (dimethylthiazolidine). The product is C1(CCC(=O)O1)=O (succinic anhydride), CC1(SCCN1)C (DMT), CC1(SCCN1)C.C(\C=C/C(=O)N)(=O)O (DMT maleamic acid), amic acid. RXN SMILES: [CH3:1][C:2]1([CH3:7])[NH:6][CH2:5][CH2:4][S:3]1.[C:8]([OH:15])(=[O:14])[CH2:9][CH2:10][C:11]([NH2:13])=[O:12]>CC1(C)NCCS1>[C:8]1(=[O:15])[O:14][C:11](=[O:12])[CH2:10][CH2:9]1.[CH3:1][C:2]1([CH3:7])[NH:6][CH2:5][CH2:4][S:3]1.[CH3:1][C:2]1([CH3:7])[NH:6][CH2:5][CH2:4][S:3]1.[C:8]([OH:15])(=[O:14])/[CH:9]=[CH:10]\[C:11]([NH2:13])=[O:12] |f:0.1,5.6|. Procedure details: Examples of sulfidoamidocarboxylic acids represented by the formula I may include DMT-amic acids originating in dimethylthiazolidine such as DMT-succinamic acid (amic acid formed by the reaction of succinic anhydride with DMT (dimethyl thiazolidine)), DMT-maleamic acid (amic acid formed by the reaction of maleic anhydride with DMT), DMT-phthalamic acid (amic acid formed by the reaction of phthalic anhydride with DMT), DMT-trimellitamic acid (amic acid formed by the reaction of trimellitic anhydr... Starting materials: N([C@@H](CCCNC(N)=N)C(=O)O)C(=O)OCC1=CC=CC=C1.Cl (Z-Arg.HCl), Cl (HCl), CN1CCOCC1 (N-methylmorpholine), C(#N)P(OCC)(OCC)=O (diethyl cyanophosphonate), CN1CCOCC1 (N-methylmorpholine), N1[C@H](C(=O)N[C@@H](CC(OCC2=CC=CC=C2)=O)C(=O)N2[C@H](C(=O)N[C@@H](CC3=CC=CC=C3)C(=O)N)CCC2)CCC1 (Pro-Asp(OBzl)-Pro-Phe-NH2). Procedure details: To a stirred solution of Z-Arg.HCl (5.17 g, 15 mmoles) in dimethylacetamide (25 mL) at 25° C. was added a solution of HCl.Pro-Asp(OBzl)-Pro-Phe-NH2 and N-methylmorpholine (1.65 mL, 15 mmoles) in dimethylacetamide (25 mL). To the resulting solution, diethyl cyanophosphonate (2.45 g, 15 mmoles) and N-methylmorpholine (1.65 mL, 15 mmoles) were added and the mixture stirred for 4 hours. The reaction was quenched by the addition of 10% aqueous acetic acid (10 mL) and the solvents were removed on a ro... Product: N([C@@H](CCCNC(N)=N)C(=O)N1[C@H](C(=O)N[C@@H](CC(OCC2=CC=CC=C2)=O)C(=O)N2[C@H](C(=O)N[C@@H](CC3=CC=CC=C3)C(=O)N)CCC2)CCC1)C(=O)OCC1=CC=CC=C1 (Z-Arg-Pro-Asp(OBzl)-Pro-Phe-NH2). Run at time 4 hour. The solvent is CC(=O)N(C)C (dimethylacetamide), CC(=O)N(C)C (dimethylacetamide). RXN SMILES: [NH:1]([C:13]([O:15][CH2:16][C:17]1[CH:22]=[CH:21][CH:20]=[CH:19][CH:18]=1)=[O:14])[C@H:2]([C:10]([OH:12])=O)[CH2:3][CH2:4][CH2:5][NH:6][C:7](=[NH:9])[NH2:8].Cl.Cl.[NH:25]1[CH2:65][CH2:64][CH2:63][C@H:26]1[C:27]([NH:29][C@H:30]([C:42]([N:44]1[CH2:62][CH2:61][CH2:60][C@H:45]1[C:46]([NH:48][C@H:49]([C:57]([NH2:59])=[O:58])[CH2:50][C:51]1[CH:56]=[CH:55][CH:54]=[CH:53][CH:52]=1)=[O:47])=[O:43])[CH2:31][C:32](=[O:41])[O:33][CH2:34][C:35]1[CH:40]=[CH:39][CH:38]=[CH:37][CH:36]=1)=[O:28].CN1CCOCC1.C(P(=O)(OCC)OCC)#N>CC(N(C)C)=O>[NH:1]([C:13]([O:15][CH2:16][C:17]1[CH:22]=[CH:21][CH:20]=[CH:19][CH:18]=1)=[O:14])[C@H:2]([C:10]([N:25]1[CH2:65][CH2:64][CH2:63][C@H:26]1[C:27]([NH:29][C@H:30]([C:42]([N:44]1[CH2:62][CH2:61][CH2:60][C@H:45]1[C:46]([NH:48][C@H:49]([C:57]([NH2:59])=[O:58])[CH2:50][C:51]1[CH:52]=[CH:53][CH:54]=[CH:55][CH:56]=1)=[O:47])=[O:43])[CH2:31][C:32](=[O:41])[O:33][CH2:34][C:35]1[CH:40]=[CH:39][CH:38]=[CH:37][CH:36]=1)=[O:28])=[O:12])[CH2:3][CH2:4][CH2:5][NH:6][C:7](=[NH:9])[NH2:8] |f:0.1|. The reactants are COC([C@H](CC1=C(C=C(C=C1)OCC=1N=C(OC1C)C1=C(C=CC=C1)C)CC)OCC)=O ((S)-2-ethoxy-3-[2-ethyl-4-(5-methyl-2-o-tolyl-oxazol-4-ylmethoxy)-phenyl]-propionic acid methyl ester), [Li+].[OH-] (LiOH). The product is C(C)O[C@H](C(=O)O)CC1=C(C=C(C=C1)OCC=1N=C(OC1C)C1=C(C=CC=C1)C)CC ((S)-2-ethoxy-3-[2-ethyl-4-(5-methyl-2-o-tolyl-oxazol-4-ylmethoxy)-phenyl]-propionic acid). As a reaction SMILES: C[O:2][C:3](=[O:32])[C@@H:4]([O:29][CH2:30][CH3:31])[CH2:5][C:6]1[CH:11]=[CH:10][C:9]([O:12][CH2:13][C:14]2[N:15]=[C:16]([C:20]3[CH:25]=[CH:24][CH:23]=[CH:22][C:21]=3[CH3:26])[O:17][C:18]=2[CH3:19])=[CH:8][C:7]=1[CH2:27][CH3:28].[Li+].[OH-]>>[CH2:30]([O:29][C@@H:4]([CH2:5][C:6]1[CH:11]=[CH:10][C:9]([O:12][CH2:13][C:14]2[N:15]=[C:16]([C:20]3[CH:25]=[CH:24][CH:23]=[CH:22][C:21]=3[CH3:26])[O:17][C:18]=2[CH3:19])=[CH:8][C:7]=1[CH2:27][CH3:28])[C:3]([OH:32])=[O:2])[CH3:31] |f:1.2|. Procedure details: In analogy to the procedure described in example 1 g], (S)-2-ethoxy-3-[2-ethyl-4-(5-methyl-2-o-tolyl-oxazol-4-ylmethoxy)-phenyl]-propionic acid methyl ester was treated with LiOH to obtain (S)-2-ethoxy-3-[2-ethyl-4-(5-methyl-2-o-tolyl-oxazol-4-ylmethoxy)-phenyl]-propionic acid as colorless liquid. Starting materials: C(C1=CC=CC=C1)(=O)OOC(C1=CC=CC=C1)=O (benzoyl peroxide), CC=1C=C2N=CC=NC2=CC1 (6-methyl-quinoxaline), ClN1C(CCC1=O)=O (N-chlorosuccinimide), C(C1=CC=CC=C1)(=O)OOC(C1=CC=CC=C1)=O (benzoyl peroxide). Solvent: C(C)#N (acetonitrile). Reaction conditions: time 6 hour. The product is ClCC=1C=C2N=CC=NC2=CC1 (6-chloromethyl-quinoxaline). RXN SMILES: [CH3:1][C:2]1[CH:3]=[C:4]2[C:9](=[CH:10][CH:11]=1)[N:8]=[CH:7][CH:6]=[N:5]2.[Cl:12]N1C(=O)CCC1=O.C(OOC(=O)C1C=CC=CC=1)(=O)C1C=CC=CC=1>C(#N)C>[Cl:12][CH2:1][C:2]1[CH:3]=[C:4]2[C:9](=[CH:10][CH:11]=1)[N:8]=[CH:7][CH:6]=[N:5]2. Procedure: In a 500 ml flask, 6-methyl-quinoxaline (10 g, 69.4 mmol) was dissolved together with N-chlorosuccinimide (14 g, 105.3 mmol) and benzoyl peroxide (BP, 0.4 g, 1.65 mmol) in 240 g of acetonitrile. The flask was connected to a reflux-condenser and the solution was refluxed for 6 hours followed by another addition of 0.1 g of benzoyl peroxide. Reflux was then continued for another 6 hours. Reactants: BrC1=C(N=CN1C)C1=NC=CC(=C1)C#N (2-(5-bromo-1-methyl-1H-imidazol-4-yl)pyridine-4-carbonitrile), FC(OC1=CC=C(C=C1)B(O)O)(F)F (4-(trifluoromethoxy)phenylboronic acid). The product is CN1C=NC(=C1C1=CC=C(C=C1)OC(F)(F)F)C1=NC=CC(=C1)C#N (2-{1-methyl-5-[4-(trifluoromethoxy)phenyl]-1H-imidazol-4-yl}pyridine-4-carbonitrile). As a reaction SMILES: Br[C:2]1[N:6]([CH3:7])[CH:5]=[N:4][C:3]=1[C:8]1[CH:13]=[C:12]([C:14]#[N:15])[CH:11]=[CH:10][N:9]=1.[F:16][C:17]([F:29])([F:28])[O:18][C:19]1[CH:24]=[CH:23][C:22](B(O)O)=[CH:21][CH:20]=1>>[CH3:7][N:6]1[C:2]([C:22]2[CH:21]=[CH:20][C:19]([O:18][C:17]([F:16])([F:28])[F:29])=[CH:24][CH:23]=2)=[C:3]([C:8]2[CH:13]=[C:12]([C:14]#[N:15])[CH:11]=[CH:10][N:9]=2)[N:4]=[CH:5]1. Procedure: The title compound was prepared from 2-(5-bromo-1-methyl-1H-imidazol-4-yl)pyridine-4-carbonitrile and 4-(trifluoromethoxy)phenylboronic acid according to the procedure for the preparation of Example 3, part A. [M+H] Calc'd for C17H11F3N4O, 345. Found, 345. Starting materials: ClC=1C=CC2=C(C(=C(O2)C(CC(C)C)NC2=CC=C(C=C2)C(=O)NCCC(=O)OCC)C)C1 (ethyl 3-{[(4-{[1-(5-chloro-3-methyl-1-benzofuran-2-yl)-3-methylbutyl]amino}phenyl)carbonyl]amino}propanoate), O1CCCC1 (tetrahydrofuran), [OH-].[Na+] (sodium hydroxide). The solvent is C(C)O (ethanol). Run at time 2 hour. The product is ClC=1C=CC2=C(C(=C(O2)C(CC(C)C)NC2=CC=C(C=C2)C(=O)NCCC(=O)O)C)C1 (3-{[(4-{[1-(5-chloro-3-methyl-1-benzofuran-2-yl)-3-methylbutyl]amino}phenyl)carbonyl]amino}propanoic acid). Yield: 92.2%. As a reaction SMILES: [Cl:1][C:2]1[CH:3]=[CH:4][C:5]2[O:9][C:8]([CH:10]([NH:15][C:16]3[CH:21]=[CH:20][C:19]([C:22]([NH:24][CH2:25][CH2:26][C:27]([O:29]CC)=[O:28])=[O:23])=[CH:18][CH:17]=3)[CH2:11][CH:12]([CH3:14])[CH3:13])=[C:7]([CH3:32])[C:6]=2[CH:33]=1.O1CCCC1.[OH-].[Na+]>C(O)C>[Cl:1][C:2]1[CH:3]=[CH:4][C:5]2[O:9][C:8]([CH:10]([NH:15][C:16]3[CH:21]=[CH:20][C:19]([C:22]([NH:24][CH2:25][CH2:26][C:27]([OH:29])=[O:28])=[O:23])=[CH:18][CH:17]=3)[CH2:11][CH:12]([CH3:14])[CH3:13])=[C:7]([CH3:32])[C:6]=2[CH:33]=1 |f:2.3|. Reported procedure: To a mixture of ethyl 3-{[(4-{[1-(5-chloro-3-methyl-1-benzofuran-2-yl)-3-methylbutyl]amino}phenyl)carbonyl]amino}propanoate (196 mg) synthesized above, tetrahydrofuran (5 mL) and ethanol (5 mL) was added 1N aqueous sodium hydroxide solution (1.50 mL), and the mixture was stirred at room temperature for 2 hr, and concentrated under reduced pressure. The residue was dissolved in water (10 mL), and 1N hydrochloric acid (1.50 mL) was added at 0° C. The resulting precipitate was collected by filtrati... Starting materials: CCOC(=O)Cc1cccc(N)c1, O=C(O)c1cc(F)cc(Br)c1. Product: CCOC(=O)Cc1cccc(NC(=O)c2cc(F)cc(Br)c2)c1. RXN SMILES: [CH2:12]([CH3:13])[O:14][C:15]([CH2:16][c:17]1[cH:18][c:19]([NH2:23])[cH:20][cH:21][cH:22]1)=[O:24].[F:1][c:2]1[cH:3][c:4]([C:5](=[O:6])[OH:7])[cH:8][c:9]([Br:11])[cH:10]1>>[F:1][c:2]1[cH:3][c:4]([C:5](=[O:7])[NH:23][c:19]2[cH:18][c:17]([CH2:16][C:15]([O:14][CH2:12][CH3:13])=[O:24])[cH:22][cH:21][cH:20]2)[cH:8][c:9]([Br:11])[cH:10]1. Reactants: C(C)OC(=O)C1CCN(CC1)C1=CC=C(C=C1)C(C)(C)C (1-(4-Tert-butyl-phenyl)-piperidine-4-carboxylic acid ethyl ester), [OH-].[Na+] (sodium hydroxide). Run in CO (methanol). Run at temperature 90 celsius. The product is C(C)(C)(C)C1=CC=C(C=C1)N1CCC(CC1)C(=O)O (1-(4-Tert-butyl-phenyl)-piperidine-4-carboxylic acid), solid. Isolated yield 26.0%. Reaction SMILES: C([O:3][C:4]([CH:6]1[CH2:11][CH2:10][N:9]([C:12]2[CH:17]=[CH:16][C:15]([C:18]([CH3:21])([CH3:20])[CH3:19])=[CH:14][CH:13]=2)[CH2:8][CH2:7]1)=[O:5])C.[OH-].[Na+]>CO>[C:18]([C:15]1[CH:14]=[CH:13][C:12]([N:9]2[CH2:10][CH2:11][CH:6]([C:4]([OH:5])=[O:3])[CH2:7][CH2:8]2)=[CH:17][CH:16]=1)([CH3:21])([CH3:19])[CH3:20] |f:1.2|. Procedure details: 1-(4-Tert-butyl-phenyl)-piperidine-4-carboxylic acid ethyl ester (120 mg, 0.41 mmol, prepared in accordance with Example 48) was diluted in methanol (4 mL). An aqueous solution of sodium hydroxide (2 mL, 4M, 8.00 mmol) was then added. The resulting mixture was heated to 90° C., and then maintained at that temperature for 3 hr. After cooling to room temperature, the mixture was filtered. The filtrate was diluted with water (10 mL), and the aqueous phase was washed with ethyl acetate (10 mL). The ... The reactants are CCOc1ccc(B(O)O)cc1, Clc1cncc(Cl)c1C1=NC(c2ccc(I)cc2)CO1, Cl, [Na+], [Na+], O=C([O-])[O-], Cl[Pd]Cl, Cc1ccccc1P(c1ccccc1C)c1ccccc1C, c1ccc(P(c2ccccc2)c2ccccc2)cc1, c1ccc(P(c2ccccc2)c2ccccc2)cc1. Product: CCOc1ccc(-c2ccc(C3COC(c4c(Cl)cncc4Cl)=N3)cc2)cc1. Reaction SMILES: [CH2:21]([CH3:22])[O:23][c:24]1[cH:25][cH:26][c:27]([B:30]([OH:31])[OH:32])[cH:28][cH:29]1.[Cl:1][c:2]1[cH:3][n:4][cH:5][c:6]([Cl:20])[c:7]1[C:8]1=[N:12][CH:11]([c:13]2[cH:14][cH:15][c:16]([I:19])[cH:17][cH:18]2)[CH2:10][O:9]1.[ClH:61].[Na+:33].[Na+:34].[O-:35][C:36](=[O:37])[O-:38].[Pd:62]([Cl:63])[Cl:64].[c:39]1([CH3:40])[cH:41][cH:42][cH:43][cH:44][c:45]1[P:46]([c:47]1[cH:48][cH:49][cH:50][cH:51][c:52]1[CH3:53])[c:54]1[cH:55][cH:56][cH:57][cH:58][c:59]1[CH3:60].[c:65]1([P:66]([c:67]2[cH:68][cH:69][cH:70][cH:71][cH:72]2)[c:73]2[cH:74][cH:75][cH:76][cH:77][cH:78]2)[cH:79][cH:80][cH:81][cH:82][cH:83]1.[c:84]1([P:85]([c:86]2[cH:87][cH:88][cH:89][cH:90][cH:91]2)[c:92]2[cH:93][cH:94][cH:95][cH:96][cH:97]2)[cH:98][cH:99][cH:100][cH:101][cH:102]1>>[Cl:1][c:2]1[cH:3][n:4][cH:5][c:6]([Cl:20])[c:7]1[C:8]1=[N:12][CH:11]([c:13]2[cH:14][cH:15][c:16](-[c:27]3[cH:26][cH:25][c:24]([O:23][CH2:21][CH3:22])[cH:29][cH:28]3)[cH:17][cH:18]2)[CH2:10][O:9]1.